From a dataset of the Open Reaction Database (ORD), a public repository of structured organic reaction records. describe an organic reaction: reactants, conditions, products, and yield Starting materials: CC(C(CN)C1=CC=CC=C1)C (3-methyl-2-phenyl-butylamine), C(C1=CC=CC=C1)=O (benzaldehyde), C(C)(=O)O[BH-](OC(C)=O)OC(C)=O.[Na+] (Sodium triacetoxyborohydride), CC(C(CN)C1=CC=CC=C1)C (3-methyl-2-phenyl-butylamine), C(C1=CC=CC=C1)=O (benzaldehyde), C(C)(=O)O (acetic acid). Run in C(Cl)Cl (CH2Cl2). Reaction conditions: time 16 hour. Yields the product C(C1=CC=CC=C1)NCC(C(C)C)C1=CC=CC=C1 (benzyl-(3-methyl-2-phenyl-butyl)-amine). RXN SMILES: [CH3:1][CH:2]([CH3:12])[CH:3]([C:6]1[CH:11]=[CH:10][CH:9]=[CH:8][CH:7]=1)[CH2:4][NH2:5].[CH:13](=O)[C:14]1[CH:19]=[CH:18][CH:17]=[CH:16][CH:15]=1.C(O[BH-](OC(=O)C)OC(=O)C)(=O)C.[Na+].C(O)(=O)C>C(Cl)Cl>[CH2:13]([NH:5][CH2:4][CH:3]([C:6]1[CH:11]=[CH:10][CH:9]=[CH:8][CH:7]=1)[CH:2]([CH3:12])[CH3:1])[C:14]1[CH:19]=[CH:18][CH:17]=[CH:16][CH:15]=1 |f:2.3|. Procedure details: The title compound is prepared from 3-methyl-2-phenyl-butylamine and benzaldehyde: A solution of 3-methyl-2-phenyl-butylamine (1.3 g, 8 mmol) and benzaldehyde (0.81 mL, 8 mmol) in CH2Cl2 (50 mL) is stirred at RT for 20 min. Sodium triacetoxyborohydride (2.52 g, 11.3 mmol) is then added, followed by acetic acid (0.46 mL, 8 mmol). The reaction mixture is stirred at RT for 16 h, then quenched by the addition of saturated NaHCO3 solution. The organic layer is separated and the aqueous phase is extra... Reactants: CC=1C=C(C(=O)C2=CNC3=CC=CN=C3C2=O)C=CC1C (3-(3,4-Dimethyl-benzoyl)-1H-[1,5]naphthyridin-4-one), [H-].[Na+] (sodium hydride), O (Water), BrC1=NC(=CC=C1)CBr (2-bromo-6-bromomethyl-pyridine). Run in CN(C=O)C (N,N-dimethylformamide). Reaction conditions: time 5 minute. Yields the product BrC1=CC=CC(=N1)CN1C=C(C(C2=NC=CC=C12)=O)C(C1=CC(=C(C=C1)C)C)=O (1-(6-Bromo-pyridin-2-ylmethyl)-3-(3,4-dimethyl-benzoyl)-1H-[1,5]naphthyridin-4-one). Isolated yield 12.2%. As a reaction SMILES: [CH3:1][C:2]1[CH:3]=[C:4]([CH:18]=[CH:19][C:20]=1[CH3:21])[C:5]([C:7]1[C:16](=[O:17])[C:15]2[C:10](=[CH:11][CH:12]=[CH:13][N:14]=2)[NH:9][CH:8]=1)=[O:6].[H-].[Na+].[Br:24][C:25]1[CH:30]=[CH:29][CH:28]=[C:27]([CH2:31]Br)[N:26]=1.O>CN(C)C=O>[Br:24][C:25]1[N:26]=[C:27]([CH2:31][N:9]2[C:10]3[C:15](=[N:14][CH:13]=[CH:12][CH:11]=3)[C:16](=[O:17])[C:7]([C:5](=[O:6])[C:4]3[CH:18]=[CH:19][C:20]([CH3:21])=[C:2]([CH3:1])[CH:3]=3)=[CH:8]2)[CH:28]=[CH:29][CH:30]=1 |f:1.2|. Procedure: To a solution of 0.060 g (0.216 mmol) of 3-(3,4-Dimethyl-benzoyl)-1H-[1,5]naphthyridin-4-one in 2.0 mL of N,N-dimethylformamide was added 10.4 mg (0.259 mmol, 60% dispersion in oil) of sodium hydride and the reaction was stirred for 5 min. 65 mg (0.259 mmol) of 2-bromo-6-bromomethyl-pyridine was added and the reaction was stirred at room temperature for 3 h. Water was added and the solid collected by filtration. The crude brown solid was purified on the reverse phase HPLC with a C18 column, grad... Reactants: CC(C)(CCBr)CCBr, [Cl-], CCOC(=O)Cc1cc(Cl)c(OCC(F)(F)F)c(-c2ccc(C(F)(F)F)cc2)c1, [H-], [NH4+], [Na+], CN(C)C=O. The product is CCOC(=O)C1(c2cc(Cl)c(OCC(F)(F)F)c(-c3ccc(C(F)(F)F)cc3)c2)CCC(C)(C)CC1. Reaction SMILES: [CH3:32][C:33]([CH2:34][CH2:35][Br:39])([CH2:37][CH2:38][Br:36])[CH3:40].[Cl-:41].[Cl:1][c:2]1[cH:3][c:4]([CH2:24][C:25](=[O:26])[O:27][CH2:28][CH3:29])[cH:5][c:6](-[c:14]2[cH:15][cH:16][c:17]([C:20]([F:21])([F:22])[F:23])[cH:18][cH:19]2)[c:7]1[O:8][CH2:9][C:10]([F:11])([F:12])[F:13].[H-:31].[NH4+:42].[Na+:30].[O:43]=[CH:44][N:45]([CH3:46])[CH3:47]>>[Cl:1][c:2]1[cH:3][c:4]([C:24]2([C:25](=[O:26])[O:27][CH2:28][CH3:29])[CH2:35][CH2:34][C:33]([CH3:32])([CH3:40])[CH2:37][CH2:38]2)[cH:5][c:6](-[c:14]2[cH:15][cH:16][c:17]([C:20]([F:21])([F:22])[F:23])[cH:18][cH:19]2)[c:7]1[O:8][CH2:9][C:10]([F:11])([F:12])[F:13]. The reactants are CS(=O)C (dimethylsulfoxide), C(C1=CC=CC=C1)(C1=CC=CC=C1)NCCCCC(=O)OCC (ethyl 5-benzhydrylaminovalerate), C(C)N(C(C)C)C(C)C (ethyl diisopropylamine), C(C)(=O)Cl (acetyl chloride). Run in C1=CC=CC=C1 (benzene). Yields the product C(C)(=O)N(CCCCC(=O)OCC)C(C1=CC=CC=C1)C1=CC=CC=C1 (ethyl N-acetyl-5-benzhydrylaminovalerate). Isolated yield 97.9%. Reaction SMILES: [CH:1]([NH:14][CH2:15][CH2:16][CH2:17][CH2:18][C:19]([O:21][CH2:22][CH3:23])=[O:20])([C:8]1[CH:13]=[CH:12][CH:11]=[CH:10][CH:9]=1)[C:2]1[CH:7]=[CH:6][CH:5]=[CH:4][CH:3]=1.C(N(C(C)C)C(C)C)C.[C:33](Cl)(=[O:35])[CH3:34].CS(C)=O>C1C=CC=CC=1>[C:33]([N:14]([CH:1]([C:8]1[CH:9]=[CH:10][CH:11]=[CH:12][CH:13]=1)[C:2]1[CH:3]=[CH:4][CH:5]=[CH:6][CH:7]=1)[CH2:15][CH2:16][CH2:17][CH2:18][C:19]([O:21][CH2:22][CH3:23])=[O:20])(=[O:35])[CH3:34]. Procedure details: Analogously to Example 19, 9 g of ethyl 5-benzhydrylaminovalerate and 4.1 g of ethyl diisopropylamine are dissolved in 100 ml of benzene and reacted with 2.5 g of acetyl chloride. As reaction product one obtains 10 g of ethyl N-acetyl-5-benzhydrylaminovalerate as a viscous non-distillable oil. The saponification of this ester gives 7.4 g (78.7%) of N-acetyl-5-benzhydrylaminovaleric acid (M.P. 135° to 136°). The solvent is C(C)(=O)O (acetic acid). Procedure: To 35 ml of a 0.4N aqueous solution of sodium hydroxide were added 1.70 g (7.17 mmol) of 2-methyl-4-methoxy-5-acetylaminophenyl acetate and 10 ml of ethanol. The mixture was stirred at room temperature for 10 minutes. When crystals were completely dissolved, the stirring was ceased. Then 0.3 ml of acetic acid was added and thus crystals were precipitated. The crystals were collected by filtration, purified by column chromatography (Silica Gel 60, trade name, manufactured by Merck Co., 230-400 me... Reaction SMILES: [OH-].[Na+].C([O:6][C:7]1[CH:12]=[C:11]([NH:13][C:14](=[O:16])[CH3:15])[C:10]([O:17][CH3:18])=[CH:9][C:8]=1[CH3:19])(=O)C.C(O)C>C(O)(=O)C>[CH3:19][C:8]1[CH:9]=[C:10]([O:17][CH3:18])[C:11]([NH:13][C:14](=[O:16])[CH3:15])=[CH:12][C:7]=1[OH:6] |f:0.1|. Conditions: time 10 minute. Isolated yield 75.0%. Yields the product CC1=C(C=C(C(=C1)OC)NC(C)=O)O (2-methyl-4-methoxy-5-acetylaminophenol). Starting materials: aqueous solution, [OH-].[Na+] (sodium hydroxide), C(C)(=O)OC1=C(C=C(C(=C1)NC(C)=O)OC)C (2-methyl-4-methoxy-5-acetylaminophenyl acetate), C(C)O (ethanol). Reactants: COc1ccccc1CCl, CN(C)CCCCCCO, [H-], [Na+], C1CCOC1, O. Yields the product COc1ccccc1COCCCCCCN(C)C, Cl. As a reaction SMILES: [CH3:14][O:15][c:16]1[c:17]([CH2:18][Cl:19])[cH:20][cH:21][cH:22][cH:23]1.[CH3:1][N:2]([CH2:3][CH2:4][CH2:5][CH2:6][CH2:7][CH2:8][OH:9])[CH3:10].[H-:11].[Na+:12].[O:24]1[CH2:25][CH2:26][CH2:27][CH2:28]1.[OH2:13]>>[CH3:1][N:2]([CH2:3][CH2:4][CH2:5][CH2:6][CH2:7][CH2:8][O:9][CH2:18][c:17]1[c:16]([O:15][CH3:14])[cH:23][cH:22][cH:21][cH:20]1)[CH3:10].[ClH:19]. Yields the product C(C)(=O)N1[C@H](CCC1)COC=1C=C2C(=NC=NC2=CC1OC)NC1=C(C(=CC=C1)Cl)F (6-{[(2R)-1-Acetylpyrrolidin-2-yl]methoxy}-4-(3-chloro-2-fluoroanilino)-7-methoxyquinazoline). Isolated yield 66.0%. RXN SMILES: Cl.[Cl:2][C:3]1[C:4]([F:29])=[C:5]([CH:26]=[CH:27][CH:28]=1)[NH:6][C:7]1[C:16]2[C:11](=[CH:12][C:13]([O:24][CH3:25])=[C:14]([O:17][CH2:18][C@H:19]3[CH2:23][CH2:22][CH2:21][NH:20]3)[CH:15]=2)[N:10]=[CH:9][N:8]=1.[C:30](OC(=O)C)(=[O:32])[CH3:31]>>[C:30]([N:20]1[CH2:21][CH2:22][CH2:23][C@@H:19]1[CH2:18][O:17][C:14]1[CH:15]=[C:16]2[C:11](=[CH:12][C:13]=1[O:24][CH3:25])[N:10]=[CH:9][N:8]=[C:7]2[NH:6][C:5]1[CH:26]=[CH:27][CH:28]=[C:3]([Cl:2])[C:4]=1[F:29])(=[O:32])[CH3:31] |f:0.1|. Reactants: Cl.ClC=1C(=C(NC2=NC=NC3=CC(=C(C=C23)OC[C@@H]2NCCC2)OC)C=CC1)F (4-(3-chloro-2-fluoroanilino)-7-methoxy-6-[(2R)-pyrrolidin-2-ylmethoxy]quinazoline hydrochloride), C(C)(=O)OC(C)=O (acetic anhydride). Reported procedure: Using a procedure similar to that described in Example 38, 4-(3-chloro-2-fluoroanilino)-7-methoxy-6-[(2R)-pyrrolidin-2-ylmethoxy]quinazoline hydrochloride (300 mg; prepared as described in Example 32-preparation of starting materials) was reacted with acetic anhydride to give the title product (203 mg, 66%); 1H NMR Spectrum (DMSO d6) 1.89-2.05 (m, 6H); 2.11-2.21 (m, 1H); 3.43-3.56 (m, 2H); 3.94 (s, 3H); 4.00-4.11 (m, 1H); 4.17-4.21 (m, 1H); 4.30-4.37 (m, 1H); 7.19-7.29 (m, 2H); 7.42-7.53 (m, 2H)...